From a dataset of the Open Reaction Database (ORD), a public repository of structured organic reaction records. describe an organic reaction: reactants, conditions, products, and yield Reaction conditions: time 10 minute. As a reaction SMILES: C(OCC)C.C(O)(=O)C(O)=O.[CH2:12]([O:15][CH:16]([O:20][CH2:21][CH:22]=[CH2:23])[C:17]([O-:19])=[O:18])[CH:13]=[CH2:14].[Na+]>O>[CH2:21]([O:20][CH:16]([O:15][CH2:12][CH:13]=[CH2:14])[C:17]([OH:19])=[O:18])[CH:22]=[CH2:23] |f:2.3|. The solvent is O (water), O (water), O (water). Isolated yield 93.4%. Reactants: C(C)OCC (diethyl oxide), C(C(=O)O)(=O)O (oxalic acid), C(C=C)OC(C(=O)[O-])OCC=C.[Na+] (sodium diallyloxyacetate). Reported procedure: 100 g of diethyl oxide then a solution of 17.6 g (0.14 mole) of oxalic acid crystallised with two molecules of water in 62 g of water are introduced at ambient temperature and under agitation into an aqueous solution containing 29.1 g (0.15hole) of sodium diallyloxyacetate in 71 g of water. The biphasic medium obtained is agitated vigorously for 10 minutes then it is decanted. The ethereal phase is then dried over anhydrous sodium sulphate, filtered and finally concentrated to dryness under vacu... Product: C(C=C)OC(C(=O)O)OCC=C (diallyloxyacetic acid). The reactants are TEA, COC(\C=C\C=1C=C2C(CC3(CN(C3)C(=O)OC(C)(C)C)OC2=CC1)=O)=O ((E)-3-[1′-tert-butoxycarbonyl-4-oxo-spiro(chromane-2,3′-azetidine)-6-yl]-acrylic acid methyl ester), CC(=O)O (AcOH), CN1C=C(C2=CC=CC=C12)C=O (N-methyl-indol-3-carbaldehyde), [BH-](OC(=O)C)(OC(=O)C)OC(=O)C.[Na+] (NaBH(OAc)3). Run in C(Cl)Cl (DCM). Reaction conditions: time 10 minute. Yields the product COC(\C=C\C=1C=C2C(CC3(CN(C3)CC3=CN(C4=CC=CC=C34)C)OC2=CC1)=O)=O ((E)-3-[1′-(1-methyl-1H-indol-3-ylmethyl)-4-oxo-spiro(chromane-2,3′-azetidine)-6-yl]-acrylic acid methyl ester). Yield: 68.6%. Reaction SMILES: [CH3:1][O:2][C:3](=[O:27])/[CH:4]=[CH:5]/[C:6]1[CH:7]=[C:8]2[C:23](=[CH:24][CH:25]=1)[O:22][C:11]1([CH2:14][N:13]([C:15](OC(C)(C)C)=O)[CH2:12]1)[CH2:10][C:9]2=[O:26].CC(O)=O.[CH3:32][N:33]1[C:41]2[C:36](=[CH:37][CH:38]=[CH:39][CH:40]=2)[C:35](C=O)=[CH:34]1.[BH-](OC(C)=O)(OC(C)=O)OC(C)=O.[Na+]>C(Cl)Cl>[CH3:1][O:2][C:3](=[O:27])/[CH:4]=[CH:5]/[C:6]1[CH:7]=[C:8]2[C:23](=[CH:24][CH:25]=1)[O:22][C:11]1([CH2:12][N:13]([CH2:15][C:35]3[C:36]4[C:41](=[CH:40][CH:39]=[CH:38][CH:37]=4)[N:33]([CH3:32])[CH:34]=3)[CH2:14]1)[CH2:10][C:9]2=[O:26] |f:3.4|. Procedure: TEA (0.11 ml, 0.77 mmol) was added to a suspension of Intermediate 4 (240 mg, 0.77 mmol) in DCM (10 ml). The mixture was stirred at RT for 10 min and then the pH value was adjusted to 5 with AcOH. The mixture was treated with N-methyl-indol-3-carbaldehyde (148 mg, 0.93 mmol) and NaBH(OAc)3 (197 mg, 0.93 mmol) following the procedure described in Example 31, Step A, giving (E)-3-[1′-(1-methyl-1H-indol-3-ylmethyl)-4-oxo-spiro(chromane-2,3′-azetidine)-6-yl]-acrylic acid methyl ester (220 mg) as a l... RXN SMILES: [Cl:1][c:2]1[c:3]([C:35]([F:36])([F:37])[F:38])[cH:4][c:5]([S:8](=[O:9])(=[O:10])[N:11]([CH2:12][O:13][CH3:14])[c:15]2[c:16]([C:23]([c:24]3[c:25]([S:30](=[O:31])(=[O:32])[CH3:33])[cH:26][cH:27][cH:28][cH:29]3)=[O:34])[n:17][c:18]([CH3:22])[c:19]([Cl:21])[cH:20]2)[cH:6][cH:7]1.[ClH:40].[O:41]1[CH2:42][CH2:43][O:44][CH2:45][CH2:46]1.[OH2:39]>>[Cl:1][c:2]1[c:3]([C:35]([F:36])([F:37])[F:38])[cH:4][c:5]([S:8](=[O:9])(=[O:10])[NH:11][c:15]2[c:16]([C:23]([c:24]3[c:25]([S:30](=[O:31])(=[O:32])[CH3:33])[cH:26][cH:27][cH:28][cH:29]3)=[O:34])[n:17][c:18]([CH3:22])[c:19]([Cl:21])[cH:20]2)[cH:6][cH:7]1. Reactants: COCN(c1cc(Cl)c(C)nc1C(=O)c1ccccc1S(C)(=O)=O)S(=O)(=O)c1ccc(Cl)c(C(F)(F)F)c1, Cl, C1COCCO1, O. The product is Cc1nc(C(=O)c2ccccc2S(C)(=O)=O)c(NS(=O)(=O)c2ccc(Cl)c(C(F)(F)F)c2)cc1Cl. Starting materials: ClC1=C(C(=O)NC2=CC(=NN2C2=CC=CC=C2)C(=O)OCC)C=C(C(=C1)Cl)B1OC(C(O1)(C)C)(C)C (ethyl 5-(2,4-dichloro-5-(4,4,5,5-tetramethyl-1,3,2-dioxaborolan-2-yl)benzamido)-1-phenyl-1H-pyrazole-3-carboxylate), O1CCOCC1 (dioxane), BrC1=NC=CC=C1 (2-bromopyridine), C(=O)([O-])[O-].[K+].[K+] (K2CO3). The reagents and catalysts are C=1C=CC(=CC1)[P](C=2C=CC=CC2)(C=3C=CC=CC3)[Pd]([P](C=4C=CC=CC4)(C=5C=CC=CC5)C=6C=CC=CC6)([P](C=7C=CC=CC7)(C=8C=CC=CC8)C=9C=CC=CC9)[P](C=1C=CC=CC1)(C=1C=CC=CC1)C=1C=CC=CC1 (tetrakis(triphenylphosphine)palladium(0)). The solvent is O (water). The product is ClC1=C(C(=O)NC2=CC(=NN2C2=CC=CC=C2)C(=O)OCC)C=C(C(=C1)Cl)C1=NC=CC=C1 (Ethyl 5-(2,4-dichloro-5-(pyridin-2-yl)benzamido)-1-phenyl-1H-pyrazole-3-carboxylate). The yield is 21.0%. RXN SMILES: [Cl:1][C:2]1[CH:26]=[C:25]([Cl:27])[C:24](B2OC(C)(C)C(C)(C)O2)=[CH:23][C:3]=1[C:4]([NH:6][C:7]1[N:11]([C:12]2[CH:17]=[CH:16][CH:15]=[CH:14][CH:13]=2)[N:10]=[C:9]([C:18]([O:20][CH2:21][CH3:22])=[O:19])[CH:8]=1)=[O:5].O1CCOCC1.Br[C:44]1[CH:49]=[CH:48][CH:47]=[CH:46][N:45]=1.C([O-])([O-])=O.[K+].[K+]>C1C=CC([P]([Pd]([P](C2C=CC=CC=2)(C2C=CC=CC=2)C2C=CC=CC=2)([P](C2C=CC=CC=2)(C2C=CC=CC=2)C2C=CC=CC=2)[P](C2C=CC=CC=2)(C2C=CC=CC=2)C2C=CC=CC=2)(C2C=CC=CC=2)C2C=CC=CC=2)=CC=1.O>[Cl:1][C:2]1[CH:26]=[C:25]([Cl:27])[C:24]([C:44]2[CH:49]=[CH:48][CH:47]=[CH:46][N:45]=2)=[CH:23][C:3]=1[C:4]([NH:6][C:7]1[N:11]([C:12]2[CH:13]=[CH:14][CH:15]=[CH:16][CH:17]=2)[N:10]=[C:9]([C:18]([O:20][CH2:21][CH3:22])=[O:19])[CH:8]=1)=[O:5] |f:3.4.5,^1:59,61,80,99|. Reported procedure: To the solution of ethyl 5-(2,4-dichloro-5-(4,4,5,5-tetramethyl-1,3,2-dioxaborolan-2-yl)benzamido)-1-phenyl-1H-pyrazole-3-carboxylate in dioxane (Preparation 4, 675 mg, 1.27 mmol) was added water (2.2 mL), 2-bromopyridine (302 mg, 1.91 mmol) and K2CO3 (352 mg, 2.546 mmol). The reaction was degassed for 10 minutes before the addition of tetrakis(triphenylphosphine)palladium(0) (147 mg, 0.127 mmol) and heating at reflux for 2 hours. The reaction was cooled and concentrated in vacuo. The residue wa... Reactants: ClC1=CC=NC2=CC(=C(C=C12)OC)OC (4-Chloro-6,7-dimethoxyquinoline), COC1=CC=C(C=C1)O (4-methoxyphenol), C(O)([O-])=O.[Na+] (sodium hydrogen carbonate). Run in C(Cl)(Cl)Cl.C(C)(=O)OCC (chloroform ethyl acetate). Reaction conditions: temperature 150 celsius, time 6 hour. Yields the product COC=1C=C2C(=CC=NC2=CC1OC)OC1=CC=C(C=C1)OC (6,7-Dimethoxy-4-(4-methoxyphenoxy)quinoline). The yield is 1541.4%. As a reaction SMILES: Cl[C:2]1[C:11]2[C:6](=[CH:7][C:8]([O:14][CH3:15])=[C:9]([O:12][CH3:13])[CH:10]=2)[N:5]=[CH:4][CH:3]=1.[CH3:16][O:17][C:18]1[CH:23]=[CH:22][C:21]([OH:24])=[CH:20][CH:19]=1.C(=O)([O-])O.[Na+]>C(Cl)(Cl)Cl.C(OCC)(=O)C>[CH3:13][O:12][C:9]1[CH:10]=[C:11]2[C:6](=[CH:7][C:8]=1[O:14][CH3:15])[N:5]=[CH:4][CH:3]=[C:2]2[O:24][C:21]1[CH:22]=[CH:23][C:18]([O:17][CH3:16])=[CH:19][CH:20]=1 |f:2.3,4.5|. Reported procedure: 4-Chloro-6,7-dimethoxyquinoline (103 mg) and commercially available 4-methoxyphenol (286 mg) were mixed and stirred at 150° C. for 6 hours. The reaction mixture was neutralized with saturated aqueous sodium hydrogen carbonate and then partitioned between water and ethyl acetate, and the ethyl acetate layer was washed with brine and dried with anhydrous sodium sulfate. After removing the solvent by reduced-pressure distillation, the resulting residue was purified by column chromatography on silic... Starting materials: ( 8 ), CC1=C(C=CC=C1S(=O)(=O)C)C1CCNCC1 (4-[2-methyl-3-(methylsulfonyl)phenyl]piperidine), ( 17 ), C([O-])([O-])=O.[K+].[K+] (potassium carbonate), C(C=C)Br (allylbromide), ( 10 ). Solvent: C(C)#N (acetonitrile). Yields the product COCCN1CCC(CC1)C1=C(C(=CC=C1)S(=O)(=O)C)C (1-(2-METHOXYETHYL)-4-[2-METHYL-3-(METHYLSULFONYL)PHENYL]PIPERIDINE). RXN SMILES: [CH3:1][C:2]1[C:7]([S:8]([CH3:11])(=[O:10])=[O:9])=[CH:6][CH:5]=[CH:4][C:3]=1[CH:12]1[CH2:17][CH2:16][NH:15][CH2:14][CH2:13]1.[C:18](=O)([O-])[O-:19].[K+].[K+].C(Br)[CH:25]=[CH2:26]>C(#N)C>[CH3:18][O:19][CH2:25][CH2:26][N:15]1[CH2:16][CH2:17][CH:12]([C:3]2[CH:4]=[CH:5][CH:6]=[C:7]([S:8]([CH3:11])(=[O:10])=[O:9])[C:2]=2[CH3:1])[CH2:13][CH2:14]1 |f:1.2.3|. Reported procedure: Preparation according to Example 1: 4-[2-methyl-3-(methylsulfonyl)phenyl]piperidine (0.01 g), acetonitrile (2 ml), potassium carbonate (0.01) and allylbromide (0.01 g). MS m/z (rel. intensity, 70 eV) 311 (M+, 2), 267 (17), 266 (bp), 129 (8), 70 (10). Reactants: CO, [Na], O, CC12CC(c3ccc(CCCN4CCCC4)cc3)C3c4ccc(O)cc4CCC3C1CCC2=O. Yields the product CC12CC(c3ccc(CCCN4CCCC4)cc3)C3c4ccc(O)cc4CCC3C1CCC2O. Reaction SMILES: [CH3:37][OH:38].[Na:35].[OH2:36].[OH:1][c:2]1[cH:3][c:4]2[c:17]([cH:18][cH:19]1)[CH:16]1[CH:7]([CH2:6][CH2:5]2)[CH:8]2[CH2:9][CH2:10][C:11](=[O:34])[C:12]2([CH3:13])[CH2:14][CH:15]1[c:20]1[cH:21][cH:22][c:23]([CH2:26][CH2:27][CH2:28][N:29]2[CH2:30][CH2:31][CH2:32][CH2:33]2)[cH:24][cH:25]1>>[OH:1][c:2]1[cH:3][c:4]2[c:17]([cH:18][cH:19]1)[CH:16]1[CH:7]([CH2:6][CH2:5]2)[CH:8]2[CH2:9][CH2:10][CH:11]([OH:34])[C:12]2([CH3:13])[CH2:14][CH:15]1[c:20]1[cH:21][cH:22][c:23]([CH2:26][CH2:27][CH2:28][N:29]2[CH2:30][CH2:31][CH2:32][CH2:33]2)[cH:24][cH:25]1. Reactants: O(C1=CC=CC=C1)CCCC(=O)N[C@H]1CCCC2=CC=CC=C12 (4-phenoxy-N-[(1S)-1,2,3,4-tetrahydro-1-naphthalenyl]butanamide). Run in C1CCOC1 (THF). Product: O(C1=CC=CC=C1)CCCCN[C@H]1CCCC2=CC=CC=C12 (N-(4-phenoxybutyl)-N-[(1S)-1,2,3,4-tetrahydro-1-naphthalenyl]amine). The yield is 24.3%. As a reaction SMILES: [O:1]([CH2:8][CH2:9][CH2:10][C:11]([NH:13][C@@H:14]1[C:23]2[C:18](=[CH:19][CH:20]=[CH:21][CH:22]=2)[CH2:17][CH2:16][CH2:15]1)=O)[C:2]1[CH:7]=[CH:6][CH:5]=[CH:4][CH:3]=1>C1COCC1>[O:1]([CH2:8][CH2:9][CH2:10][CH2:11][NH:13][C@@H:14]1[C:23]2[C:18](=[CH:19][CH:20]=[CH:21][CH:22]=2)[CH2:17][CH2:16][CH2:15]1)[C:2]1[CH:3]=[CH:4][CH:5]=[CH:6][CH:7]=1. Procedure: The product from Example 52A (2.07 g) in THF (20 mL) was treated with borane-tetrahydrofuran complex (12 mL, 12 mmol) and heated at reflux for 1.5 hours. The mixture was allowed to cool to room temperature and quenched with 1N NaOH. The mixture was stirred 30 for minutes and diluted with diethyl ether. The separated organic phase was washed with brine, dried (Na2SO4), filtered and the filtrate concentrated. The residue was purified by flash chromatography (silica gel, 30% ethyl acetate/hexanes) ... Reactants: C(C)(=O)OCCBr (2-bromoethyl acetate), ClC1=CC=C(NC=2SC3=C(C(N2)=O)C=CC=N3)C=C1 (2-(4-chloroanilino)-4H-pyrido[3,2-e]-1,3-thiazin-4-one), [H-].[Li+] (lithium hydride), ClC1=CC=C(NC=2SC3=C(C(N2)=O)C=CC=N3)C=C1 (2-(4-chloroanilino)-4H-pyrido[3,2-e]-1,3-thiazin-4-one). The solvent is CN(C)C=O (DMF), CN(C)C=O (DMF), CN(C)C=O (DMF). Reaction conditions: time 5 minute. The product is ClC1=CC=C(C=C1)N=C1SC2=C(C(N1CC(=O)OCC)=O)C=CC=N2 (ethyl 2-[2-(4-chlorophenyl)imino-4-oxo-2,3-dihydro-4H-pyrido[3,2-e]-1,3-thiazin-3-yl]acetate). The yield is 67.3%. As a reaction SMILES: [H-].[Li+].[Cl:3][C:4]1[CH:21]=[CH:20][C:7]([NH:8][C:9]2[S:10][C:11]3[N:19]=[CH:18][CH:17]=[CH:16][C:12]=3[C:13](=[O:15])[N:14]=2)=[CH:6][CH:5]=1.[C:22]([O:25][CH2:26][CH2:27]Br)(=[O:24])[CH3:23]>CN(C=O)C>[Cl:3][C:4]1[CH:21]=[CH:20][C:7]([N:8]=[C:9]2[N:14]([CH2:23][C:22]([O:25][CH2:26][CH3:27])=[O:24])[C:13](=[O:15])[C:12]3[CH:16]=[CH:17][CH:18]=[N:19][C:11]=3[S:10]2)=[CH:6][CH:5]=1 |f:0.1|. Procedure details: In an atmosphere of argon, a mixture of 34 mg (4.3 mmol) of lithium hydride and 5 ml of DMF was put in a 100 ml flask. To the flask was then connected a dropping funnel which contained 804 mg (2.8 mmol) of 2-(4-chloroanilino)-4H-pyrido[3,2-e]-1,3-thiazin-4-one and 10 ml of DMF. The solution of 2-(4-chloroanilino)-4H-pyrido[3,2-e]-1,3-thiazin-4-one was then added dropwise to the aforementioned mixture with stirring in 5 minutes. The mixture was further stirred for 50 minutes. To the mixture was t...